This data is from the Open Reaction Database (ORD), a public repository of structured organic reaction records. The task is: describe an organic reaction: reactants, conditions, products, and yield Starting materials: CCCCCCC(C)Br, CN(C)C=O, O=C1NC(=O)C2CC12, [H-], [Na+], O. The product is CCCCCCC(C)N1C(=O)C2CC2C1=O. As a reaction SMILES: [Br:11][CH:12]([CH3:13])[CH2:14][CH2:15][CH2:16][CH2:17][CH2:18][CH3:19].[CH3:20][N:21]([CH3:22])[CH:23]=[O:24].[CH:3]12[C:4](=[O:10])[NH:5][C:6](=[O:9])[CH:7]1[CH2:8]2.[H-:1].[Na+:2].[OH2:25]>>[CH:3]12[C:4](=[O:10])[N:5]([CH:12]([CH3:13])[CH2:14][CH2:15][CH2:16][CH2:17][CH2:18][CH3:19])[C:6](=[O:9])[CH:7]1[CH2:8]2.